Task: describe an organic reaction: reactants, conditions, products, and yield. Dataset: the Open Reaction Database (ORD), a public repository of structured organic reaction records Starting materials: O=C1CC(N(C2=C(N1CC(=O)N(C(C)C)C1=CC=C(C=C1)F)C=CC=C2)C2=CC=CC=C2)=O (2-(2,4-dioxo-5-phenyl-2,3,4,5-tetrahydro-benzo[b][1,4]diazepin-1-yl)-N-(4-fluoro-phenyl)-N-isopropyl-acetamide), CCOCC.CCOC(=O)C (Et2O EtOAc), C[Si](C)(C)[N-][Si](C)(C)C.[Na+] (NaN(TMS)2), BrCC1=NN(C2=CC=CC=C12)C(=O)OC(C)(C)C (3-bromomethyl-1-tert-butoxycarbonyl-1H-indazole). The solvent is CN(C)C=O (DMF), C1(=CC=CC=C1)C (toluene). Reaction conditions: time 5 minute. The product is C(C)(C)(C)OC(=O)N1N=C(C2=CC=CC=C12)CC1C(N(C2=C(N(C1=O)CC(=O)N(C(C)C)C1=CC=C(C=C1)F)C=CC=C2)C2=CC=CC=C2)=O (2-[3-(1-tert-butoxycarbonyl-1H-indazol-3-ylmethyl)-2,4-dioxo-5-phenyl-2,3,4,5-tetrahydro-benzo[b][1,4]diazepin-1-yl]-N-(4-fluoro-phenyl)-N-isopropyl-acetamide). The yield is 117.6%. Reaction SMILES: [O:1]=[C:2]1[N:8]([CH2:9][C:10]([N:12]([C:16]2[CH:21]=[CH:20][C:19]([F:22])=[CH:18][CH:17]=2)[CH:13]([CH3:15])[CH3:14])=[O:11])[C:7]2[CH:23]=[CH:24][CH:25]=[CH:26][C:6]=2[N:5]([C:27]2[CH:32]=[CH:31][CH:30]=[CH:29][CH:28]=2)[C:4](=[O:33])[CH2:3]1.C[Si]([N-][Si](C)(C)C)(C)C.[Na+].Br[CH2:45][C:46]1[C:54]2[C:49](=[CH:50][CH:51]=[CH:52][CH:53]=2)[N:48]([C:55]([O:57][C:58]([CH3:61])([CH3:60])[CH3:59])=[O:56])[N:47]=1.CCOCC.CCOC(C)=O>CN(C=O)C.C1(C)C=CC=CC=1>[C:58]([O:57][C:55]([N:48]1[C:49]2[C:54](=[CH:53][CH:52]=[CH:51][CH:50]=2)[C:46]([CH2:45][CH:3]2[C:2](=[O:1])[N:8]([CH2:9][C:10]([N:12]([C:16]3[CH:21]=[CH:20][C:19]([F:22])=[CH:18][CH:17]=3)[CH:13]([CH3:15])[CH3:14])=[O:11])[C:7]3[CH:23]=[CH:24][CH:25]=[CH:26][C:6]=3[N:5]([C:27]3[CH:32]=[CH:31][CH:30]=[CH:29][CH:28]=3)[C:4]2=[O:33])=[N:47]1)=[O:56])([CH3:61])([CH3:60])[CH3:59] |f:1.2,4.5|. Procedure: To a stirring solution of 500 mg (1.12 mmol) of 2-(2,4-dioxo-5-phenyl-2,3,4,5-tetrahydro-benzo[b][1,4]diazepin-1-yl)-N-(4-fluoro-phenyl)-N-isopropyl-acetamide, prepared as in Part B, in 10 mL DMF at 0° C. is added 2.68 mL (1.34 mmol, 1.2 equiv) of NaN(TMS)2 in toluene. The resulting solution is stirred 5 min, and 417 mg (1.34 mmol, 1.2 equiv) of 3-bromomethyl-1-tert-butoxycarbonyl-1H-indazole is added. The resulting solution is stirred 4.5 h, poured into 100 mL Et2O/EtOAc (1:1), washed with H2O ... The reactants are INTERMEDIATE 6, PdCl2dppf, CC1(OB(OC1(C)C)C=1CCN(CC1)C(=O)OC(C)(C)C)C (tert-butyl 4-(4,4,5,5-tetramethyl-1,3,2-dioxaborolan-2-yl)-3,6-dihydropyridine-1(2H)-carboxylate), BrC=1C=CC(=C(C(=O)OC)C1)F (methyl 5-bromo-2-fluorobenzoate). The reagents and catalysts are C(Cl)Cl (CH2Cl2). The product is FC1=C(C=C(C=C1)C=1CCN(CC1)C(=O)OC(C)(C)C)C(=O)OC (tert-Butyl 4-[4-fluoro-3-(methoxycarbonyl)phenyl]-3,6-dihydropyridine-1(2H)-carboxylate). Reaction SMILES: CC1(C)C(C)(C)OB([C:9]2[CH2:10][CH2:11][N:12]([C:15]([O:17][C:18]([CH3:21])([CH3:20])[CH3:19])=[O:16])[CH2:13][CH:14]=2)O1.Br[C:24]1[CH:25]=[CH:26][C:27]([F:34])=[C:28]([CH:33]=1)[C:29]([O:31][CH3:32])=[O:30]>C(Cl)Cl>[F:34][C:27]1[CH:26]=[CH:25][C:24]([C:9]2[CH2:10][CH2:11][N:12]([C:15]([O:17][C:18]([CH3:19])([CH3:20])[CH3:21])=[O:16])[CH2:13][CH:14]=2)=[CH:33][C:28]=1[C:29]([O:31][CH3:32])=[O:30]. Procedure: tert-Butyl 4-[4-fluoro-3-(methoxycarbonyl)phenyl]-3,6-dihydropyridine-1(2H)-carboxylate was synthesized as described for INTERMEDIATE 6 (step A) using tert-butyl 4-(4,4,5,5-tetramethyl-1,3,2-dioxaborolan-2-yl)-3,6-dihydropyridine-1(2H)-carboxylate (prepared according to Eastwood, P. R. Tetrahedron Lett., 41, 19, 2000, 3705-3708) and methyl 5-bromo-2-fluorobenzoate as starting material and PdCl2dppf.CH2Cl2 as a catalyst. The product is CC(C)(C)OC(=O)N1CCC(=Cc2cccc(Oc3ncc(Br)cn3)c2)CC1. RXN SMILES: [Br:1][c:2]1[cH:3][n:4][c:5]([O:8][c:9]2[cH:10][c:11]([CH2:12][P:13](=[O:14])([O:15][CH2:16][CH3:17])[O:18][CH2:19][CH3:20])[cH:21][cH:22][cH:23]2)[n:6][cH:7]1.[C:41]([CH3:42])([CH3:43])([CH3:44])[O:45][C:46](=[O:47])[N:48]1[CH2:49][CH2:50][C:51](=[O:54])[CH2:52][CH2:53]1.[CH2:24]1[O:25][CH2:26][CH2:27][O:28][CH2:29][CH2:30][O:31][CH2:32][CH2:33][O:34][CH2:35][CH2:36][O:37][CH2:38]1.[CH2:55]1[O:56][CH2:57][CH2:58][CH2:59]1.[H-:39].[Na+:40].[OH2:60]>>[Br:1][c:2]1[cH:3][n:4][c:5]([O:8][c:9]2[cH:10][c:11]([CH:12]=[C:51]3[CH2:50][CH2:49][N:48]([C:46]([O:45][C:41]([CH3:42])([CH3:43])[CH3:44])=[O:47])[CH2:53][CH2:52]3)[cH:21][cH:22][cH:23]2)[n:6][cH:7]1. The reactants are CCOP(=O)(Cc1cccc(Oc2ncc(Br)cn2)c1)OCC, CC(C)(C)OC(=O)N1CCC(=O)CC1, C1COCCOCCOCCOCCO1, C1CCOC1, [H-], [Na+], O. The reactants are CC(C)(C)[Si](C)(C)OCCN1C(=O)CCc2ccc([N+](=O)[O-])cc21, C, CCO, [H][H], [Pd]. Product: CC(C)(C)[Si](C)(C)OCCN1C(=O)CCc2ccc(N)cc21. Reaction SMILES: [C:1]([CH3:2])([CH3:3])([CH3:4])[Si:5]([O:6][CH2:7][CH2:8][N:9]1[C:10](=[O:22])[CH2:11][CH2:12][c:13]2[cH:14][cH:15][c:16]([N+:19]([O-:20])=[O:21])[cH:17][c:18]21)([CH3:23])[CH3:24].[C:27].[CH3:29][CH2:30][OH:31].[H:25][H:26].[Pd:28]>>[C:1]([CH3:2])([CH3:3])([CH3:4])[Si:5]([O:6][CH2:7][CH2:8][N:9]1[C:10](=[O:22])[CH2:11][CH2:12][c:13]2[cH:14][cH:15][c:16]([NH2:19])[cH:17][c:18]21)([CH3:23])[CH3:24]. Run at time 2 hour. Solvent: CCOC(=O)C (EtOAc), CN(C)C=O (DMF). Reactants: CC1(OC[C@H](O1)COCC1=CN(C2=CN=C(C=C21)C(=O)O)CC2=CC=C(C=C2)F)C (3-({[(4R)-2,2-dimethyl-1,3-dioxolan-4-yl]methoxy}methyl)-1-(4-fluorobenzyl)-1H -pyrrolo[2,3-c]pyridine-5-carboxylic acid), CN1CCOCC1 (NMM), Cl.CNO (N-Methylhydroxylamine Hydrochloride). Procedure details: To a solution of 3-({[(4R)-2,2-dimethyl-1,3-dioxolan-4-yl]methoxy}methyl)-1-(4-fluorobenzyl)-1H -pyrrolo[2,3-c]pyridine-5-carboxylic acid (200 mg 0.4828 mmol) in anhydrous DMF (10 mL) was added CDMT (102 mg 0.5793 mmol 1.2 eq.) and NMM (0.064 mL, 0.5793 mmol 1.2 eq.). The mixture, under nitrogen, was stirred for 2 hours, during which it slowly darkened to a deep orange. N-Methylhydroxylamine Hydrochloride (202 mg 2.414 mmol 5.0 eq) was added and stirring continued for 10 hours. The reaction was ... Isolated yield 44.4%. RXN SMILES: [CH3:1][C:2]1([CH3:30])[O:6][C@H:5]([CH2:7][O:8][CH2:9][C:10]2[C:18]3[C:13](=[CH:14][N:15]=[C:16]([C:19](O)=[O:20])[CH:17]=3)[N:12]([CH2:22][C:23]3[CH:28]=[CH:27][C:26]([F:29])=[CH:25][CH:24]=3)[CH:11]=2)[CH2:4][O:3]1.CN1CCOCC1.Cl.[CH3:39][NH:40][OH:41]>CN(C=O)C.CCOC(C)=O>[CH3:1][C:2]1([CH3:30])[O:6][C@H:5]([CH2:7][O:8][CH2:9][C:10]2[C:18]3[C:13](=[CH:14][N:15]=[C:16]([C:19]([N:40]([OH:41])[CH3:39])=[O:20])[CH:17]=3)[N:12]([CH2:22][C:23]3[CH:24]=[CH:25][C:26]([F:29])=[CH:27][CH:28]=3)[CH:11]=2)[CH2:4][O:3]1 |f:2.3|. The product is CC1(OC[C@H](O1)COCC1=CN(C2=CN=C(C=C21)C(=O)N(C)O)CC2=CC=C(C=C2)F)C (3-({[(4R)-2,2-dimethyl-1,3-dioxolan-4-yl]methoxy)methyl)-1-(4-fluorobenzyl)-N -hydroxy-N-methyl-1H-pyrrolo[2,3-c]pyridine-5-carboxamide). Starting materials: ON=C(C1=CC=CC=C1)C1=NN=NN1C (N-hydroxy-1-(1-methyl-1H-tetrazol-5-yl)-1-phenylmethanimine), BrC(C)C1=CC=CC(=N1)NC(C(C)(C)C)=O (N-[6-(1-bromoethyl)pyridin-2-yl]-2,2-dimethylpropanamide), [I-].[K+] (potassium iodide), C([O-])([O-])=O.[Cs+].[Cs+] (cesium carbonate). The solvent is C1COCCO1 (dioxanne). Conditions: time 36 hour. The product is CC(C(=O)NC1=NC(=CC=C1)C(C)ON=C(C1=CC=CC=C1)C1=NN=NN1C)(C)C (2,2-dimethyl-N-{6-[1-({[(1-methyl-1H-tetrazol-5-yl)(phenyl)methylene]amino}oxy)ethyl]pyridin-2-yl}propanamide). Yield: 98.2%. RXN SMILES: [OH:1][N:2]=[C:3]([C:10]1[N:14]([CH3:15])[N:13]=[N:12][N:11]=1)[C:4]1[CH:9]=[CH:8][CH:7]=[CH:6][CH:5]=1.Br[CH:17]([C:19]1[N:24]=[C:23]([NH:25][C:26](=[O:31])[C:27]([CH3:30])([CH3:29])[CH3:28])[CH:22]=[CH:21][CH:20]=1)[CH3:18].C(=O)([O-])[O-].[Cs+].[Cs+].[I-].[K+]>C1OCCOC1>[CH3:28][C:27]([CH3:29])([CH3:30])[C:26]([NH:25][C:23]1[CH:22]=[CH:21][CH:20]=[C:19]([CH:17]([O:1][N:2]=[C:3]([C:10]2[N:14]([CH3:15])[N:13]=[N:12][N:11]=2)[C:4]2[CH:5]=[CH:6][CH:7]=[CH:8][CH:9]=2)[CH3:18])[N:24]=1)=[O:31] |f:2.3.4,5.6|. Reported procedure: To a stirred solution of N-hydroxy-1-(1-methyl-1H-tetrazol-5-yl)-1-phenylmethanimine (10 g, 49.21 mmol, 1 eq.) in 250 ml of dioxanne, was added N-[6-(1-bromoethyl)pyridin-2-yl]-2,2-dimethylpropanamide (14 g, 49.21 mmol, 1 eq.), then was added cesium carbonate (16 g, 49.21 mmol, 1 eq.), and then was added potassium iodide (0.81 g, 4.92 mmol, 0.1 eq.). The reaction mixture was stirred for further 36 hrs. After evaporation of the solvent, the white residue was taken up with 200 ml of water, tritura... Reactants: [H-].[Na+] (sodium hydride), ice water, C(C1=CC=CC=C1)C1C(N(C(N1)=O)CCCC)=O (5-Benzyl-3-n-butyl hydantoin), IC (iodomethane). Run in CN(C=O)C (dimethylformamide), CN(C=O)C (dimethylformamide). Conditions: temperature 50 celsius. Product: C(C1=CC=CC=C1)C1C(N(C(N1C)=O)CCCC)=O (5-Benzyl-3-n-butyl-1-methylhydantoin). Isolated yield 85.0%. Reaction SMILES: [CH2:1]([CH:8]1[NH:12][C:11](=[O:13])[N:10]([CH2:14][CH2:15][CH2:16][CH3:17])[C:9]1=[O:18])[C:2]1[CH:7]=[CH:6][CH:5]=[CH:4][CH:3]=1.[H-].[Na+].I[CH3:22]>CN(C)C=O>[CH2:1]([CH:8]1[N:12]([CH3:22])[C:11](=[O:13])[N:10]([CH2:14][CH2:15][CH2:16][CH3:17])[C:9]1=[O:18])[C:2]1[CH:3]=[CH:4][CH:5]=[CH:6][CH:7]=1 |f:1.2|. Reported procedure: 5-Benzyl-3-n-butyl hydantoin (7.38 g, 0.03 mole) was dissolved in dimethylformamide (50 ml.) and added dropwise with stirring to a suspension of sodium hydride (1.44 g. 50% oil dispersion) in dimethylformamide (20 ml). When gassing ceased, iodomethane (2 ml) was added and the mixture warmed to 50° C. and maintained at 50° C. for 5 hours. The mixture was poured into ice/water (500 ml) and extracted with ether. The ether extract was evaporated in vacuo to give a colourless oil which failed to crys... Starting materials: C[Si]([N-][Si](C)(C)C)(C)C.[Li+] (Lithium hexamethyldisilazide), FC=1C=NC=CC1C (3-fluoro-4-methylpyridine), [Cl-].[NH4+] (ammonium chloride), FC1=CC=C(C(=O)OCC)C=C1 (ethyl 4-fluorobenzoate). The solvent is C1CCOC1 (THF), CCOC(=O)C (EtOAc), C1CCOC1 (THF). Conditions: temperature 0 celsius, time 1 hour. The product is FC1=CC=C(C=C1)C(CC1=C(C=NC=C1)F)=O (1-(4-fluorophenyl)-2-(3-fluoropyridin-4-yl)ethanone). As a reaction SMILES: C[Si](C)(C)[N-][Si](C)(C)C.[Li+].[F:11][C:12]1[CH:13]=[N:14][CH:15]=[CH:16][C:17]=1[CH3:18].[F:19][C:20]1[CH:30]=[CH:29][C:23]([C:24](OCC)=[O:25])=[CH:22][CH:21]=1.[Cl-].[NH4+]>C1COCC1.CCOC(C)=O>[F:19][C:20]1[CH:30]=[CH:29][C:23]([C:24](=[O:25])[CH2:18][C:17]2[CH:16]=[CH:15][N:14]=[CH:13][C:12]=2[F:11])=[CH:22][CH:21]=1 |f:0.1,4.5|. Procedure details: Lithium hexamethyldisilazide (1.0M in THF, 17.9 mL, 17.9 mmol) was cooled to 0° C. and 3-fluoro-4-methylpyridine (1.00 g, 0.926 mmol) in THF (50 mL) was added dropwise, keeping the solution temperature below 5° C. The mixture was then stirred for 1 hour at 0° C. and ethyl 4-fluorobenzoate in THF (50 mL) was added dropwise. The reaction was allowed to warm slowly to rt with stirring overnight. Aqueous ammonium chloride was added and the mixture was poured into EtOAc. The organic phase was separat... The reactants are C1(CCCC1)C1(C(C2=C(C(=C(C=C2C1)OS(=O)(=O)C(F)(F)F)Cl)Cl)=O)C (2-cyclopentyl-6,7-dichloro-2-methyl-5-trifluoromethylsulfonyloxy-1-indanone), ice, ice water, Cl (hydrochloric acid), C(CC(=O)OCC)(=O)OCC (diethyl malonate), ice, [H-].[Na+] (sodium hydride). Run in CN(C=O)C (dimethylformamide), CN(C=O)C (dimethylformamide), C(Cl)Cl (methylene chloride), CN(C=O)C (dimethylformamide). Reaction conditions: time 8 hour. Yields the product C1(CCCC1)C1(C(C2=C(C(=C(C=C2C1)C(C(=O)OCC)C(=O)OCC)Cl)Cl)=O)C (Diethyl (2-cyclopentyl-6,7-dichloro-1-oxo-2-methyl-5-indanyl)malonate). As a reaction SMILES: [H-].[Na+].[C:3]([O:11][CH2:12][CH3:13])(=[O:10])[CH2:4][C:5]([O:7][CH2:8][CH3:9])=[O:6].[CH:14]1([C:19]2([CH3:39])[CH2:27][C:26]3[C:21](=[C:22]([Cl:37])[C:23]([Cl:36])=[C:24](OS(C(F)(F)F)(=O)=O)[CH:25]=3)[C:20]2=[O:38])[CH2:18][CH2:17][CH2:16][CH2:15]1.Cl>CN(C)C=O.C(Cl)Cl>[CH:14]1([C:19]2([CH3:39])[CH2:27][C:26]3[C:21](=[C:22]([Cl:37])[C:23]([Cl:36])=[C:24]([CH:4]([C:5]([O:7][CH2:8][CH3:9])=[O:6])[C:3]([O:11][CH2:12][CH3:13])=[O:10])[CH:25]=3)[C:20]2=[O:38])[CH2:15][CH2:16][CH2:17][CH2:18]1 |f:0.1|. Procedure details: To a stirred suspension of sodium hydride (2.88 g., 120 mmole) in dry dimethylformamide (20 ml), under dry nitrogen and cooled in an ice-bath is added dropwise, a solution of diethyl malonate (19.2 g., 120 mmole) in dimethylformamide (30 ml). The mixture is stirred for one hour in the ice-bath and another hour at room temperature, then is cooled in the ice-bath again and 2-cyclopentyl-6,7-dichloro-2-methyl-5-trifluoromethylsulfonyloxy-1-indanone (12.93 g., 30 mmole) in dimethylformamide (25 ml) ... The reactants are trimethylsulfoxide iodide, [OH-].[Na+] (sodium hydroxide), FC1=CC=C(CN2CCC(CC2)=O)C=C1 (1-(4-fluorobenzyl)-4-piperidone), C1(=CC=CC=C1)C (toluene). The reagents and catalysts are S(=O)(=O)(O)[O-].C(CCC)[N+](CCCC)(CCCC)CCCC (tetrabutylammonium hydrogen sulfate). Run in aqueous solution. Reaction conditions: temperature 80 celsius. Product: FC1=CC=C(CN2CCC3(CO3)CC2)C=C1 (N-(4-fluorobenzyl)-1-oxa-6-azaspiro[2,5]-octane). Reaction SMILES: [F:1][C:2]1[CH:15]=[CH:14][C:5]([CH2:6][N:7]2[CH2:12][CH2:11][C:10](=[O:13])[CH2:9][CH2:8]2)=[CH:4][CH:3]=1.[OH-].[Na+].[C:18]1(C)C=CC=CC=1>S([O-])(O)(=O)=O.C([N+](CCCC)(CCCC)CCCC)CCC>[F:1][C:2]1[CH:3]=[CH:4][C:5]([CH2:6][N:7]2[CH2:8][CH2:9][C:10]3([O:13][CH2:18]3)[CH2:11][CH2:12]2)=[CH:14][CH:15]=1 |f:1.2,4.5|. Procedure: 61.00 g (0.295 mol) of 1-(4-fluorobenzyl)-4-piperidone crude product was added to a reaction bottle, to which 260 mL of toluene was added. The reaction was heated and stirred at 80° C. in an oil bath, and to the reaction 70.00 g (0.318 mol) of trimethylsulfoxide iodide and 2.70 g (0.0080 mol) of tetrabutylammonium hydrogen sulfate were added in sequence, then 28.00 g (0.700 mol) sodium hydroxide dissolved in 120 mL of aqueous solution was added dropwise under stirring. After the addition, the re...